The task is: describe an organic reaction: reactants, conditions, products, and yield. This data is from the Open Reaction Database (ORD), a public repository of structured organic reaction records. The reactants are [Si](C)(C)(C(C)(C)C)O[C@@H]1C([C@@H]2CCC=3C4=CC[C@H]([C@@H](CCC(=O)O)C)[C@]4(CCC3[C@]2(CC1)C)C)(C)C (3β-tert-Butyldimethylsilyloxy-4,4-dimethyl-5α-chola-8,14-dien-24-oic acid), N,O-dimethylhydroxy amine, Cl (HCl), CN1CCOCC1 (N-methylmorpholine), C(C(C)C)OC(=O)Cl (isobutylchloroformate). Solvent: ClCCl (dichloromethane). Reaction conditions: temperature -15 celsius, time 8 hour. Product: CON(C(CC[C@@H](C)[C@H]1CC=C2C=3CC[C@H]4C([C@H](CC[C@]4(C)C3CC[C@]12C)O[Si](C)(C)C(C)(C)C)(C)C)=O)C (3β-tert-butyldimethylsilyloxy-4,4-dimethyl-5α-chola-8,14-dien-24-oic acid-N-methoxy-N-methyl amide). As a reaction SMILES: [Si:1]([O:8][C@H:9]1[CH2:32][CH2:31][C@@:30]2([CH3:33])[C@@H:11]([CH2:12][CH2:13][C:14]3[C:15]4[C@:26]([CH3:34])([CH2:27][CH2:28][C:29]=32)[C@@H:18]([C@H:19]([CH3:25])[CH2:20][CH2:21][C:22]([OH:24])=O)[CH2:17][CH:16]=4)[C:10]1([CH3:36])[CH3:35])([C:4]([CH3:7])([CH3:6])[CH3:5])([CH3:3])[CH3:2].C[N:38]1[CH2:43]COCC1.[CH2:44]([O:48]C(Cl)=O)C(C)C.Cl>ClCCl>[CH3:44][O:48][N:38]([CH3:43])[C:22](=[O:24])[CH2:21][CH2:20][C@H:19]([C@@H:18]1[C@:26]2([CH3:34])[C:15]([C:14]3[CH2:13][CH2:12][C@@H:11]4[C@:30]([C:29]=3[CH2:28][CH2:27]2)([CH3:33])[CH2:31][CH2:32][C@H:9]([O:8][Si:1]([C:4]([CH3:6])([CH3:7])[CH3:5])([CH3:3])[CH3:2])[C:10]4([CH3:36])[CH3:35])=[CH:16][CH2:17]1)[CH3:25]. Procedure details: 3β-tert-Butyldimethylsilyloxy-4,4-dimethyl-5α-chola-8,14-dien-24-oic acid (5.0 g) is dissolved in 250 ml of dry dichloromethane. After cooling to −15° C., 2.14 ml of N-methylmorpholine and 1.27 ml isobutylchloroformate is added and the mixture is stirred at −15° C. for 20 minutes, whereupon 0.98 g of N,O-dimethylhydroxy/amine, HCl is added and the mixture is stirred overnight and the temperature is slowly elevated to room temperature. After aqueous work-up, 3β-tert-butyldimethylsilyloxy-4,4-dime... Reactants: CN(CC(=O)O[C@H](CN1N(C(C(=C1C)C(NC1=CC(=C(C=C1)OC1=CC=NC2=CC(=CC=C12)OC)F)=O)=O)C1=CC=CC=C1)C)C ((S)-1-(4-(4-(7-methoxyquinolin-4-yloxy)-3-fluoro-phenylcarbamoyl)-2,3-dihydro-5-methyl-3-oxo-2-phenylpyrazol-1-yl)propan-2-yl 2-(dimethylamino)acetate), C1(=CC=C(C=C1)S(=O)(=O)O)C (p-toluene sulphonic acid), solid. Yields the product CC1=CC=C(C=C1)S(=O)(=O)O.CN(CC(=O)O[C@H](CN1N(C(C(=C1C)C(NC1=CC(=C(C=C1)OC1=CC=NC2=CC(=CC=C12)OC)F)=O)=O)C1=CC=CC=C1)C)C ((S)-1-(4-(3-fluoro-4-(7-methoxyquinolin-4-yloxy)phenylcarbamoyl)-5-methyl-3-oxo-2-phenyl-2,3-dihydropyrazol-1-yl)propan-2-yl 2-(dimethylamino)acetate 4-methylbenzenesulfonate). RXN SMILES: [CH3:1][N:2]([CH3:46])[CH2:3][C:4]([O:6][C@@H:7]([CH3:45])[CH2:8][N:9]1[C:13]([CH3:14])=[C:12]([C:15](=[O:37])[NH:16][C:17]2[CH:22]=[CH:21][C:20]([O:23][C:24]3[C:33]4[C:28](=[CH:29][C:30]([O:34][CH3:35])=[CH:31][CH:32]=4)[N:27]=[CH:26][CH:25]=3)=[C:19]([F:36])[CH:18]=2)[C:11](=[O:38])[N:10]1[C:39]1[CH:44]=[CH:43][CH:42]=[CH:41][CH:40]=1)=[O:5].[C:47]1([CH3:57])[CH:52]=[CH:51][C:50]([S:53]([OH:56])(=[O:55])=[O:54])=[CH:49][CH:48]=1>>[CH3:57][C:47]1[CH:48]=[CH:49][C:50]([S:53]([OH:56])(=[O:55])=[O:54])=[CH:51][CH:52]=1.[CH3:46][N:2]([CH3:1])[CH2:3][C:4]([O:6][C@@H:7]([CH3:45])[CH2:8][N:9]1[C:13]([CH3:14])=[C:12]([C:15](=[O:37])[NH:16][C:17]2[CH:22]=[CH:21][C:20]([O:23][C:24]3[C:33]4[C:28](=[CH:29][C:30]([O:34][CH3:35])=[CH:31][CH:32]=4)[N:27]=[CH:26][CH:25]=3)=[C:19]([F:36])[CH:18]=2)[C:11](=[O:38])[N:10]1[C:39]1[CH:40]=[CH:41][CH:42]=[CH:43][CH:44]=1)=[O:5] |f:2.3|. Procedure details: The title compound was prepared according to the procedure described in Example 35 step 2 by using the compound of (S)-1-(4-(4-(7-methoxyquinolin-4-yloxy)-3-fluoro-phenylcarbamoyl)-2,3-dihydro-5-methyl-3-oxo-2-phenylpyrazol-1-yl)propan-2-yl 2-(dimethylamino)acetate (62.9 mg, 0.1 mmol) and p-toluene sulphonic acid (34.6 mg, 0.2 mmol, Shanghai chemical reagent factory). The desired compound was abtained as a yellow solid (56.1 mg, 57%).